Dataset: the Open Reaction Database (ORD), a public repository of structured organic reaction records. Task: describe an organic reaction: reactants, conditions, products, and yield The reactants are COC=1C=C2C(=CN(C2=CC1)C)C1=CC=2C(=NC=CN2)N1 (6-(5-methoxy-1-methyl-1H-indol-3-yl)-5H-pyrrolo[2,3-b]pyrazine), Br (hydrobromic acid), C([O-])(O)=O.[Na+] (sodium bicarbonate). Solvent: C(C)(=O)O (acetic acid). The product is CN1C=C(C2=CC(=CC=C12)O)C1=CC=2C(=NC=CN2)N1 (1-Methyl-3-(5H-pyrrolo[2,3-b]pyrazin-6-yl)-1H-indol-5-ol). Yield: 94.8%. Reaction SMILES: C[O:2][C:3]1[CH:4]=[C:5]2[C:9](=[CH:10][CH:11]=1)[N:8]([CH3:12])[CH:7]=[C:6]2[C:13]1[NH:21][C:16]2=[N:17][CH:18]=[CH:19][N:20]=[C:15]2[CH:14]=1.Br.C(=O)(O)[O-].[Na+]>C(O)(=O)C>[CH3:12][N:8]1[C:9]2[C:5](=[CH:4][C:3]([OH:2])=[CH:11][CH:10]=2)[C:6]([C:13]2[NH:21][C:16]3=[N:17][CH:18]=[CH:19][N:20]=[C:15]3[CH:14]=2)=[CH:7]1 |f:2.3|. Procedure: A mixture of 6-(5-methoxy-1-methyl-1H-indol-3-yl)-5H-pyrrolo[2,3-b]pyrazine [200 mg, Example 1(a)] hydrobromic acid (48%, 500 μl) and glacial acetic acid (3 mL) was heated under reflux for 14 hours. After cooling the mixture was neutralised by addition of saturated sodium bicarbonate solution. The resulting dark solid was filtered and then dried to give the title compound (180 mg) as a black solid, m.p. 289-290° C. MS: 264 (MH+). Reactants: CC(=O)NC(CC(C)COC(C)=O)c1ccc(C#CCCCc2ccccc2)s1, CO. Yields the product CC(=O)NC(CC(C)COC(C)=O)c1ccc(CCCCCc2ccccc2)s1. RXN SMILES: [C:1]([CH3:2])(=[O:3])[O:4][CH2:5][CH:6]([CH2:7][CH:8]([c:9]1[s:10][c:11]([C:14]#[C:15][CH2:16][CH2:17][CH2:18][c:19]2[cH:20][cH:21][cH:22][cH:23][cH:24]2)[cH:12][cH:13]1)[NH:25][C:26]([CH3:27])=[O:28])[CH3:29].[CH3:30][OH:31]>>[C:1]([CH3:2])(=[O:3])[O:4][CH2:5][CH:6]([CH2:7][CH:8]([c:9]1[s:10][c:11]([CH2:14][CH2:15][CH2:16][CH2:17][CH2:18][c:19]2[cH:20][cH:21][cH:22][cH:23][cH:24]2)[cH:12][cH:13]1)[NH:25][C:26]([CH3:27])=[O:28])[CH3:29]. Starting materials: ClC1=CC=C(C=2OC3=CC=C(C=C3C(C12)=O)OC)[N+](=O)[O-] (1-chloro-7-methoxy-4-nitro-9H-xanthen-9-one), N(N)CCN1CCCC1 (1-(2-hydrazinoethyl)pyrrolidine). Solvent: C1CCOC1 (THF). Run at time 20 hour. Product: Cl.COC=1C=CC2=C(C1)C1=NN(C=3C=CC(=C(C13)O2)[N+](=O)[O-])CCN2CCCC2 (9-Methoxy-5-nitro-2-[2-(1-pyrrolidinyl)ethyl]-2H-[1]-benzopyrano[4,3,2-cd]indazole, monohydrochloride). RXN SMILES: [Cl:1][C:2]1[C:15]2[C:14](=O)[C:13]3[C:8](=[CH:9][CH:10]=[C:11]([O:17][CH3:18])[CH:12]=3)[O:7][C:6]=2[C:5]([N+:19]([O-:21])=[O:20])=[CH:4][CH:3]=1.[NH:22]([CH2:24][CH2:25][N:26]1[CH2:30][CH2:29][CH2:28][CH2:27]1)[NH2:23]>C1COCC1>[ClH:1].[CH3:18][O:17][C:11]1[CH:10]=[CH:9][C:8]2[O:7][C:6]3[C:15]4[C:14](=[N:23][N:22]([CH2:24][CH2:25][N:26]5[CH2:30][CH2:29][CH2:28][CH2:27]5)[C:2]=4[CH:3]=[CH:4][C:5]=3[N+:19]([O-:21])=[O:20])[C:13]=2[CH:12]=1 |f:3.4|. Reported procedure: A mixture of 12.2 g of 1-chloro-7-methoxy-4-nitro-9H-xanthen-9-one and 11.0 g of 1-(2-hydrazinoethyl)pyrrolidine in 200 ml of THF was stirred 20 hours at room temperature. The orange liquor was decanted, freed of solvent under reduced pressure, and the residue, in chloroform, was chromatographed over silica gel, eluting with chloroform-methanol (25:1 by volume). The desired fractions yielded the free base of the title compound, mp 140°-142° C. Solvent: C(C)O (ethanol). Procedure: In the same manner as in the step 2 in Example 25, 4-bromo-1,5-bis(methoxymethoxy)-3-(3-methoxypropyl)-2-phenylbenzene (37.2 mg, 0.0875 mmol) was dissolved in ethanol (4 mL), and concentrated hydrochloric acid (0.1 mL) was added thereto and stirred at 60° C. for 1.1 hours. The reaction liquid was concentrated under reduced pressure, and the resulting residue was purified through partitioning thin-layer chromatography (chloroform/methanol=20/1) to obtain Compound 97 (28.7 mg, 97%). Isolated yield 97.3%. The product is BrC1=C(C(=C(C=C1O)O)C1=CC=CC=C1)CCCOC (6-Bromo-5-(3-methoxypropyl)-4-phenylbenzene-1,3-diol). Run at temperature 60 celsius, time 1.1 hour. As a reaction SMILES: [Br:1][C:2]1[C:7]([O:8]COC)=[CH:6][C:5]([O:12]COC)=[C:4]([C:16]2[CH:21]=[CH:20][CH:19]=[CH:18][CH:17]=2)[C:3]=1[CH2:22][CH2:23][CH2:24][O:25][CH3:26].Cl>C(O)C>[Br:1][C:2]1[C:7]([OH:8])=[CH:6][C:5]([OH:12])=[C:4]([C:16]2[CH:21]=[CH:20][CH:19]=[CH:18][CH:17]=2)[C:3]=1[CH2:22][CH2:23][CH2:24][O:25][CH3:26]. The reactants are BrC1=C(C(=C(C=C1OCOC)OCOC)C1=CC=CC=C1)CCCOC (4-bromo-1,5-bis(methoxymethoxy)-3-(3-methoxypropyl)-2-phenylbenzene), Cl (hydrochloric acid). The reactants are [Al+3], CCOCC, [H-], [H-], [H-], [H-], [Li+], [Na+], [OH-], O, COC(=O)COc1cccnc1. Product: OCCOc1cccnc1. RXN SMILES: [Al+3:14].[CH3:22][CH2:23][O:24][CH2:25][CH3:26].[H-:13].[H-:16].[H-:17].[H-:18].[Li+:15].[Na+:21].[OH-:20].[OH2:19].[n:1]1[cH:2][c:3]([O:7][CH2:8][C:9](=[O:10])[O:11][CH3:12])[cH:4][cH:5][cH:6]1>>[n:1]1[cH:2][c:3]([O:7][CH2:8][CH2:9][OH:10])[cH:4][cH:5][cH:6]1. Starting materials: FC(C(F)F)(OC=1C=C(C=CC1)NC1=NC=CC(=N1)C1=CC(=NC=C1)Cl)F (N-[3-(1,1,2,2-tetrafluoro-ethoxy)-phenyl]-4-(2-chloro-4-pyridyl)-2-pyrimidineamine), C(CN)N (ethylenediamine). Run in CS(=O)C (dimethyl sulfoxide). Run at time 22 hour. Yields the product FC(C(F)F)(OC=1C=C(C=CC1)NC1=NC=CC(=N1)C1=CC(=NC=C1)NCCN)F (N-[3-(1,1,2,2-tetrafluoro-ethoxy)-phenyl]-4-[2-(2-amino-ethyl-amino)-4-pyridyl]-2-pyrimidineamine). RXN SMILES: [F:1][C:2]([F:27])([O:6][C:7]1[CH:8]=[C:9]([NH:13][C:14]2[N:19]=[C:18]([C:20]3[CH:25]=[CH:24][N:23]=[C:22](Cl)[CH:21]=3)[CH:17]=[CH:16][N:15]=2)[CH:10]=[CH:11][CH:12]=1)[CH:3]([F:5])[F:4].[CH2:28]([NH2:31])[CH2:29][NH2:30]>CS(C)=O>[F:1][C:2]([F:27])([O:6][C:7]1[CH:8]=[C:9]([NH:13][C:14]2[N:19]=[C:18]([C:20]3[CH:25]=[CH:24][N:23]=[C:22]([NH:30][CH2:29][CH2:28][NH2:31])[CH:21]=3)[CH:17]=[CH:16][N:15]=2)[CH:10]=[CH:11][CH:12]=1)[CH:3]([F:5])[F:4]. Reported procedure: 100 mg (0.25 mmol) of N-[3-(1,1,2,2-tetrafluoro-ethoxy)-phenyl]-4-(2-chloro-4-pyridyl)-2-pyrimidineamine are dissolved in 1 ml of dimethyl sulfoxide, and 0.2 ml of ethylenediamine is added. After stirring for 22 h at 100°, the reaction mixture is concentrated and chromatographed (methylene chloride:methanol:concentrated ammonia solution=90:10:1). N-[3-(1,1,2,2-tetrafluoro-ethoxy)-phenyl]-4-[2-(2-amino-ethyl-amino)-4-pyridyl]-2-pyrimidineamine is obtained; FAB-MS: 423 (M+ +H), Rf =0.1 (methylene ... Reactants: BrC=1C=CC(NC1)=O (5-bromo-2(1H)-pyridone), [H-].[Na+] (sodium hydride), BrC(COC1=CC=NC2=CC(=CC=C12)OC)C (4-(2-bromopropoxy)-7-methoxyquinoline), BrCC(C)OC1=CC=NC2=CC(=CC=C12)OC (4-(1-bromopropan-2-yloxy)-7-methoxyquinoline). The solvent is CN(C)C=O (DMF), CN(C)C=O (DMF). Conditions: time 10 minute. Yields the product BrC=1C=CC(N(C1)CC(C)OC1=CC=NC2=CC(=CC=C12)OC)=O (5-Bromo-1-(2-(7-methoxyquinolin-4-yloxy)propyl)pyridin-2(1H)-one). RXN SMILES: [Br:1][C:2]1[CH:3]=[CH:4][C:5](=[O:8])[NH:6][CH:7]=1.[H-].[Na+].BrC(C)COC1C2C(=CC(OC)=CC=2)N=CC=1.Br[CH2:29][CH:30]([O:32][C:33]1[C:42]2[C:37](=[CH:38][C:39]([O:43][CH3:44])=[CH:40][CH:41]=2)[N:36]=[CH:35][CH:34]=1)[CH3:31]>CN(C=O)C>[Br:1][C:2]1[CH:3]=[CH:4][C:5](=[O:8])[N:6]([CH2:31][CH:30]([O:32][C:33]2[C:42]3[C:37](=[CH:38][C:39]([O:43][CH3:44])=[CH:40][CH:41]=3)[N:36]=[CH:35][CH:34]=2)[CH3:29])[CH:7]=1 |f:1.2|. Reported procedure: To a stirring solution of 5-bromo-2(1H)-pyridone (100 mg, 575 μmol) in DMF (1 mL) under nitrogen was added sodium hydride (60% dispersion in mineral oil; 27.6 mg, 1149 μmol) and stirred for 10 min. To this suspension was added 4-(2-bromopropoxy)-7-methoxyquinoline (170 mg, 575 μmol) and 4-(1-bromopropan-2-yloxy)-7-methoxyquinoline (170 mg, 575 μmol) mixture in DMF (1 mL). The mixture was stirred at 40° C. for 48 h. The reaction was quenched with 5% NaHCO3 and extracted with CH2Cl2 (4×10 mL). The... Product: CC(=O)c1cc(CN2CCN(CCO)CC2)ccc1O. Reaction SMILES: [C:10]([CH3:11])(=[O:12])[c:13]1[c:14]([OH:21])[cH:15][cH:16][c:17]([CH2:19][Cl:20])[cH:18]1.[C:34]([O:35][CH2:36][CH3:37])(=[O:38])[CH3:39].[CH3:28][CH2:29][CH2:30][CH2:31][CH2:32][CH3:33].[CH:40]([Cl:41])([Cl:42])[Cl:43].[N:1]1([CH2:7][CH2:8][OH:9])[CH2:2][CH2:3][NH:4][CH2:5][CH2:6]1.[Na+:22].[Na+:23].[O-:24][C:25](=[O:26])[O-:27]>>[N:1]1([CH2:7][CH2:8][OH:9])[CH2:2][CH2:3][N:4]([CH2:19][c:17]2[cH:16][cH:15][c:14]([OH:21])[c:13]([C:10]([CH3:11])=[O:12])[cH:18]2)[CH2:5][CH2:6]1. Starting materials: CC(=O)c1cc(CCl)ccc1O, CCOC(C)=O, CCCCCC, ClC(Cl)Cl, OCCN1CCNCC1, [Na+], [Na+], O=C([O-])[O-].